This data is from the Open Reaction Database (ORD), a public repository of structured organic reaction records. The task is: describe an organic reaction: reactants, conditions, products, and yield Product: ClC=1C=C2C(C(=C(OC2=CC1O)C)C1=CC=C(OCCCC#N)C=C1)=O (4-[4-(6-Chloro-7-hydroxy-2-methyl-4-oxo-4H-chromen-3-yl)-phenoxy]-butyronitrile), solid. Reaction SMILES: [Cl:1][C:2]1[C:3]([OH:24])=[CH:4][C:5]([OH:23])=[C:6]([C:8](=[O:22])[CH2:9][C:10]2[CH:21]=[CH:20][C:13]([O:14][CH2:15][CH2:16][CH2:17][C:18]#[N:19])=[CH:12][CH:11]=2)[CH:7]=1.[C:25](OC(=O)C)(=O)[CH3:26].C(=O)([O-])[O-].[K+].[K+]>CCCCCC.C(OCC)(=O)C>[Cl:1][C:2]1[CH:7]=[C:6]2[C:5](=[CH:4][C:3]=1[OH:24])[O:23][C:25]([CH3:26])=[C:9]([C:10]1[CH:21]=[CH:20][C:13]([O:14][CH2:15][CH2:16][CH2:17][C:18]#[N:19])=[CH:12][CH:11]=1)[C:8]2=[O:22] |f:2.3.4,5.6|. Procedure: This compounds was synthesised in the same manner as described above. 4-{4-[2-(5-Chloro-2,4-dihydroxy-phenyl)-2-oxo-ethyl]-phenoxy}-butyronitrile (0.62 g, 1.8 mmol), acetic anhydride (1.0 ml), potassium carbonate (1 g, 7.2 mmol). 4-[4-(6-Chloro-7-hydroxy-2-methyl-4-oxo-4H-chromen-3-yl)-phenoxy]-butyronitrile was obtained as a white solid (0.55 g, 82.7%) Rf 0.6 ethyl acetate/hexane (70/30). Yield: 82.7%. The reactants are C([O-])([O-])=O.[K+].[K+] (potassium carbonate), ClC=1C(=CC(=C(C1)C(CC1=CC=C(OCCCC#N)C=C1)=O)O)O (4-{4-[2-(5-Chloro-2,4-dihydroxy-phenyl)-2-oxo-ethyl]-phenoxy}-butyronitrile), C(C)(=O)OC(C)=O (acetic anhydride). Run in CCCCCC.C(C)(=O)OCC (hexane ethyl acetate).